The task is: describe an organic reaction: reactants, conditions, products, and yield. This data is from the Open Reaction Database (ORD), a public repository of structured organic reaction records. Starting materials: ClCC=1N=C(SC1)C1=CC=CC=C1 (4-chloromethyl-2-phenylthiazole), OC1=CC=C(CN2N=C(C(=C2)C(=O)OCC)C2=CC=CC=C2)C=C1 (ethyl 1-(4-hydroxybenzyl)-3-phenyl-1H-pyrazol-4-carboxylate), C([O-])([O-])=O.[K+].[K+] (potassium carbonate), CN(C=O)C (N,N-dimethylformamide). The solvent is O (water). Run at temperature 80 celsius, time 8 hour. Yields the product C1(=CC=CC=C1)C1=NN(C=C1C(=O)O)CC1=CC=C(C=C1)OCC=1N=C(SC1)C1=CC=CC=C1 (3-phenyl-1-[4-(2-phenyl-4-thiazolylmethoxy)benzyl]-1H-pyrazol-4-carboxylic acid). The yield is 76.1%. RXN SMILES: Cl[CH2:2][C:3]1[N:4]=[C:5]([C:8]2[CH:13]=[CH:12][CH:11]=[CH:10][CH:9]=2)[S:6][CH:7]=1.[OH:14][C:15]1[CH:37]=[CH:36][C:18]([CH2:19][N:20]2[CH:24]=[C:23]([C:25]([O:27]CC)=[O:26])[C:22]([C:30]3[CH:35]=[CH:34][CH:33]=[CH:32][CH:31]=3)=[N:21]2)=[CH:17][CH:16]=1.C(=O)([O-])[O-].[K+].[K+].CN(C)C=O>O>[C:30]1([C:22]2[C:23]([C:25]([OH:27])=[O:26])=[CH:24][N:20]([CH2:19][C:18]3[CH:17]=[CH:16][C:15]([O:14][CH2:2][C:3]4[N:4]=[C:5]([C:8]5[CH:13]=[CH:12][CH:11]=[CH:10][CH:9]=5)[S:6][CH:7]=4)=[CH:37][CH:36]=3)[N:21]=2)[CH:31]=[CH:32][CH:33]=[CH:34][CH:35]=1 |f:2.3.4|. Procedure: A mixture of 4-chloromethyl-2-phenylthiazole (1.19 g), ethyl 1-(4-hydroxybenzyl)-3-phenyl-1H-pyrazol-4-carboxylate (1.65 g), potassium carbonate (1.18 g) and N,N-dimethylformamide (25 ml) was stirred overnight at 80° C. The reaction mixture was poured into water, which was extracted with ethyl acetate. The ethyl acetate layer was washed with saturated aqueous sodium chloride solution, dried (MgSO4), then concentrated. A mixture of the residue, potassium hydroxide (0.93 g) and ethanol (50 ml) was... Starting materials: Cc1nc2ccccc2[nH]1, Clc1nc(Cl)nc(Cl)n1, [H-], [Na+], C1CCOC1, O. The product is Cc1nc2ccccc2n1-c1nc(Cl)nc(Cl)n1. Reaction SMILES: [CH3:1][c:2]1[nH:3][c:4]2[c:5]([n:6]1)[cH:7][cH:8][cH:9][cH:10]2.[Cl:13][c:14]1[n:15][c:16]([Cl:17])[n:18][c:19]([Cl:20])[n:21]1.[H-:11].[Na+:12].[O:23]1[CH2:24][CH2:25][CH2:26][CH2:27]1.[OH2:22]>>[CH3:1][c:2]1[n:3](-[c:19]2[n:18][c:16]([Cl:17])[n:15][c:14]([Cl:13])[n:21]2)[c:4]2[c:5]([n:6]1)[cH:7][cH:8][cH:9][cH:10]2. Reactants: CC(=O)OC(C)=O, CCCCCC, Cc1ccccc1, CC[Zn]CC, CC(C)C=O, Clc1ccccc1, NO. Yields the product CCC(OC(C)=O)C(C)C. As a reaction SMILES: [CH3:13][C:14](=[O:15])[O:16][C:17](=[O:18])[CH3:19].[CH3:20][CH2:21][CH2:22][CH2:23][CH2:24][CH3:25].[CH3:26][c:27]1[cH:28][cH:29][cH:30][cH:31][cH:32]1.[CH3:8][CH2:9][Zn:10][CH2:11][CH3:12].[CH:3]([CH:4]([CH3:5])[CH3:6])=[O:7].[Cl:33][c:34]1[cH:35][cH:36][cH:37][cH:38][cH:39]1.[NH2:1][OH:2]>>[CH:3]([CH:4]([CH3:5])[CH3:6])([O:7][C:14]([CH3:13])=[O:15])[CH2:11][CH3:12]. Product: Cc1cccc(C(O)(CN)c2cccc(C)c2)c1. Starting materials: CCO, Cc1cccc(C(O)(CNC(=O)OCc2ccccc2)c2cccc(C)c2)c1. RXN SMILES: [CH3:29][CH2:30][OH:31].[OH:1][C:2]([CH2:3][NH:4][C:5](=[O:6])[O:7][CH2:8][c:9]1[cH:10][cH:11][cH:12][cH:13][cH:14]1)([c:15]1[cH:16][c:17]([CH3:21])[cH:18][cH:19][cH:20]1)[c:22]1[cH:23][c:24]([CH3:28])[cH:25][cH:26][cH:27]1>>[OH:1][C:2]([CH2:3][NH2:4])([c:15]1[cH:16][c:17]([CH3:21])[cH:18][cH:19][cH:20]1)[c:22]1[cH:23][c:24]([CH3:28])[cH:25][cH:26][cH:27]1. Starting materials: N12CCCCCC2=NCCC1 (1,8-diazabicyclo [5.4.0] undec-7-ene), NCC1=C(C=CC=C1)C1=CC=C(C=C1)C=1SC=CC1NS(=O)(=O)C(C)C (propane-2-sulfonic acid [2-(2′-aminomethyl-biphenyl-4-yl)-thiophen-3-yl]-amide), C(C)(C)S(=O)(=O)Cl (isopropylsulfonyl chloride). The solvent is ClCCl (dichloromethane). The product is CC(C)S(=O)(=O)NCC1=C(C=CC=C1)C1=CC=C(C=C1)C=1SC=CC1NS(=O)(=O)C(C)C (propane-2-sulfonic acid (2-{2′-[(propane-2-sulfonylamino)-methyl]-biphenyl-4-yl}-thiophen-3-yl)-amide). As a reaction SMILES: N12CCCN=C1CCCCC2.[NH2:12][CH2:13][C:14]1[CH:19]=[CH:18][CH:17]=[CH:16][C:15]=1[C:20]1[CH:25]=[CH:24][C:23]([C:26]2[S:27][CH:28]=[CH:29][C:30]=2[NH:31][S:32]([CH:35]([CH3:37])[CH3:36])(=[O:34])=[O:33])=[CH:22][CH:21]=1.[CH:38]([S:41](Cl)(=[O:43])=[O:42])([CH3:40])[CH3:39]>ClCCl>[CH3:39][CH:38]([S:41]([NH:12][CH2:13][C:14]1[CH:19]=[CH:18][CH:17]=[CH:16][C:15]=1[C:20]1[CH:25]=[CH:24][C:23]([C:26]2[S:27][CH:28]=[CH:29][C:30]=2[NH:31][S:32]([CH:35]([CH3:37])[CH3:36])(=[O:34])=[O:33])=[CH:22][CH:21]=1)(=[O:43])=[O:42])[CH3:40]. Procedure details: Add 1,8-diazabicyclo [5.4.0] undec-7-ene (DBU) drop wise (85 mg, 0.6 mmol) to a suspension of propane-2-sulfonic acid [2-(2′-aminomethyl-biphenyl-4-yl)-thiophen-3-yl]-amide (57 mg, 0.15 mmol) in dichloromethane (2 ml) at 0° C., followed by drop wise addition of isopropylsulfonyl chloride (42 mg, 0.3 mmol) and stir the reaction at room temperature overnight. Remove solvent under reduce pressure. Purify with flash chromatography (Silica gel-hexane/EtOAc). Concentrate the desired fractions to provi...